Dataset: the Open Reaction Database (ORD), a public repository of structured organic reaction records. Task: describe an organic reaction: reactants, conditions, products, and yield Starting materials: CN(C)C=O (DMF), COC=1C=C(CN2CCC(=CC3=C2C=CC(=C3)C3=CC=C(C=C3)OCCOCCC)C(=O)O)C=CC1 (1-(3-methoxybenzyl)-7-(4-propoxyethoxyphenyl)-2,3-dihydro-1-benzazepine-4-carboxylic acid), S(=O)(Cl)Cl (thionyl chloride). Solvent: O1CCCC1 (tetrahydrofuran). Run at time 1 hour. Product: COC=1C=C(CN2CCC(=CC3=C2C=CC(=C3)C3=CC=C(C=C3)OCCOCCC)C(=O)NC3=CC=C(C=C3)CN(C3CCOCC3)C)C=CC1 (1-(3-methoxybenzyl)-N-[4-[[N-methyl-N-(tetrahydropyran-4-yl)amino]methyl]phenyl]-7-(4-propoxyethoxyphenyl)-2,3-dihydro-1-benzazepine-4-carboxamide). RXN SMILES: [CH3:1][N:2]([CH:4]=O)[CH3:3].[CH3:6][O:7][C:8]1[CH:9]=[C:10]([CH:39]=[CH:40][CH:41]=1)[CH2:11][N:12]1[C:18]2[CH:19]=[CH:20][C:21]([C:23]3[CH:28]=[CH:27][C:26]([O:29][CH2:30][CH2:31][O:32][CH2:33][CH2:34][CH3:35])=[CH:25][CH:24]=3)=[CH:22][C:17]=2[CH:16]=[C:15]([C:36]([OH:38])=O)[CH2:14][CH2:13]1.S(Cl)(Cl)=O>O1CCCC1>[CH3:6][O:7][C:8]1[CH:9]=[C:10]([CH:39]=[CH:40][CH:41]=1)[CH2:11][N:12]1[C:18]2[CH:19]=[CH:20][C:21]([C:23]3[CH:28]=[CH:27][C:26]([O:29][CH2:30][CH2:31][O:32][CH2:33][CH2:34][CH3:35])=[CH:25][CH:24]=3)=[CH:22][C:17]=2[CH:16]=[C:15]([C:36]([NH:12][C:18]2[CH:19]=[CH:20][C:21]([CH2:4][N:2]([CH3:1])[CH:3]3[CH2:31][CH2:30][O:29][CH2:26][CH2:25]3)=[CH:22][CH:17]=2)=[O:38])[CH2:14][CH2:13]1. Reported procedure: One droplet of DMF was added to a solution of 1-(3-methoxybenzyl)-7-(4-propoxyethoxyphenyl)-2,3-dihydro-1-benzazepine-4-carboxylic acid (110 mg) in tetrahydrofuran (10 ml). Then, thionyl chloride (80 mg) was added at 0° C., the temperature was returned to room temperature, and the mixture was stirred under nitrogen atmosphere for 1 hour. The solvent and excess thionyl chloride were evaporated under reduced pressure, the resulting residue was suspended in tetrahydrofuran (25 ml), and the suspensi... Product: CN(C(C(=O)O)=C)S(=O)(=O)C1=CC=C(C=C1)C (2-(methyl(p-tolylsulfonyl)amino)prop-2-enoic acid). As a reaction SMILES: O[CH2:2][C@H:3]([N:8]([CH3:19])[S:9]([C:12]1[CH:17]=[CH:16][C:15]([CH3:18])=[CH:14][CH:13]=1)(=[O:11])=[O:10])[C:4]([O:6]C)=[O:5].[OH-].[Na+]>O1CCOCC1>[CH3:19][N:8]([S:9]([C:12]1[CH:13]=[CH:14][C:15]([CH3:18])=[CH:16][CH:17]=1)(=[O:11])=[O:10])[C:3](=[CH2:2])[C:4]([OH:6])=[O:5] |f:1.2|. Solvent: O1CCOCC1 (dioxane). The yield is 64.3%. Procedure details: A solution of 3E (1.4 g, 4.87 mmol) in dioxane (30 mL) was added with 20% NaOH aq. solution (30 mL) and the mixture was heated at 60° C. overnight. The organic solvent was removed under reduced pressure and the aqueous phase was acidified with 10% HCl and extracted with CH2Cl2 (3×50 mL). The combined organic phases were dried over Na2SO4 and evaporated under reduced pressure to afford 4E as a pale yellow solid (0.8 g, 65% yield). 1HNMR (DMSO, 200 MHz) δ 2.81 (s, 3H), 2.88 (s, 3H), 5.46 (s, 1H), ... Conditions: temperature 60 celsius. The reactants are OC[C@@H](C(=O)OC)N(S(=O)(=O)C1=CC=C(C=C1)C)C (methyl (2S)-3-hydroxy-2-(methyl(p-tolylsulfonyl)amino)propanoate), [OH-].[Na+] (NaOH). The reactants are ClCCl (dichloromethane), C(C=C)C1=C(C(=NN1)C1=C(C=C(C=C1)C)F)C1=CC=CC=C1 (5-Allyl-3-(2-fluoro-4-methylphenyl)-4-phenyl-1H-pyrazole), CO (methanol), [BH4-].[Na+] (sodium borohydride). Conditions: time 1 hour. Yields the product FC1=C(C=CC(=C1)C)C1=NNC(=C1C1=CC=CC=C1)CCO (2-(3-(2-Fluoro-4-methylphenyl)-4-phenyl-1H-pyrazol-5-yl)ethanol). As a reaction SMILES: [CH2:1]([C:4]1[NH:8][N:7]=[C:6]([C:9]2[CH:14]=[CH:13][C:12]([CH3:15])=[CH:11][C:10]=2[F:16])[C:5]=1[C:17]1[CH:22]=[CH:21][CH:20]=[CH:19][CH:18]=1)[CH:2]=C.ClCCl.[BH4-].[Na+].C[OH:29]>>[F:16][C:10]1[CH:11]=[C:12]([CH3:15])[CH:13]=[CH:14][C:9]=1[C:6]1[C:5]([C:17]2[CH:22]=[CH:21][CH:20]=[CH:19][CH:18]=2)=[C:4]([CH2:1][CH2:2][OH:29])[NH:8][N:7]=1 |f:2.3|. Reported procedure: 5-Allyl-3-(2-fluoro-4-methylphenyl)-4-phenyl-1H-pyrazole (1.0 g, 3.42 mmol) was dissolved in methanol (40 mL) and dichloromethane (10 mL) and cooled to −78° C. on a dry-ice/acetone bath. Ozone was bubbled through the solution for 2 h, until the solution appeared light blue. To the reaction added sodium borohydride (0.129 g, 3.42 mmol) slowly. Upon complete addition, the reaction was removed from the dry-ice bath and stirred at room temperature for 1 h. Excess solvent was removed under reduced pr... Run at time 8 hour. The reactants are CN1C[C@H]([C@H](CC1)O)C1=CC=CC=C1 (cis-1-methyl-3-phenyl-4-piperidinol), BrC=1C=C(C=CC1)O (m-bromophenol), C1(=CC=CC=C1)P(C1=CC=CC=C1)C1=CC=CC=C1 (triphenylphosphine), N(=NC(=O)OCC)C(=O)OCC (diethyl azodicarboxylate), C(\C=C\C(=O)O)(=O)O (fumaric acid). Run in C1=CC=CC=C1 (benzene), CO.CC(=O)C (methanol acetone), C(C)O (ethanol), CCOCC (ether), CCOCC (ether), CCOCC (ether), C1=CC=CC=C1 (benzene). Product: BrC=1C=C(O[C@H]2[C@@H](CN(CC2)C)C2=CC=CC=C2)C=CC1 (Trans-4-(3-bromophenoxy)-1-methyl-3-phenylpiperidine). Reaction SMILES: [CH3:1][N:2]1[CH2:7][CH2:6][C@H:5]([OH:8])[C@H:4]([C:9]2[CH:14]=[CH:13][CH:12]=[CH:11][CH:10]=2)[CH2:3]1.[Br:15][C:16]1[CH:17]=[C:18](O)[CH:19]=[CH:20][CH:21]=1.C1(P(C2C=CC=CC=2)C2C=CC=CC=2)C=CC=CC=1.N(C(OCC)=O)=NC(OCC)=O.C(O)(=O)/C=C/C(O)=O>C1C=CC=CC=1.CCOCC.CO.CC(C)=O.C(O)C>[Br:15][C:16]1[CH:21]=[C:20]([CH:19]=[CH:18][CH:17]=1)[O:8][C@@H:5]1[CH2:6][CH2:7][N:2]([CH3:1])[CH2:3][C@H:4]1[C:9]1[CH:14]=[CH:13][CH:12]=[CH:11][CH:10]=1 |f:7.8|. Procedure: To a mixture of 4.78 g of cis-1-methyl-3-phenyl-4-piperidinol, 4.76 g of m-bromophenol, 7.21 g of triphenylphosphine and 125 ml of anhydrous benzene is added, dropwise at 5°-10° C. under nitrogen over a 45-minute period, a solution of 4.79 g of diethyl azodicarboxylate in benzene (100 ml). After the addition is complete the mixture is stirred overnight at room temperature, filtered and concentrated in vacuo. The residue is triturated overnight in a stoppered flask with hexane (250 ml). The hexan... Starting materials: O=C([O-])[O-], CS(=O)(=O)OC1CCC(N2CCCCC2)C1, CS(C)=O, O=C(Cn1c(-c2ccccc2)nc2ccc(O)cc2c1=O)NCC1CC1, [Cs+], [Cs+], O. Product: O=C(Cn1c(-c2ccccc2)nc2ccc(OC3CCC(N4CCCCC4)C3)cc2c1=O)NCC1CC1. Reaction SMILES: [C:43](=[O:44])([O-:45])[O-:46].[CH3:1][S:2](=[O:3])(=[O:4])[O:5][CH:6]1[CH2:7][CH:8]([N:11]2[CH2:12][CH2:13][CH2:14][CH2:15][CH2:16]2)[CH2:9][CH2:10]1.[CH3:49][S:50]([CH3:51])=[O:52].[CH:17]1([CH2:20][NH:21][C:22]([CH2:23][n:24]2[c:25](-[c:36]3[cH:37][cH:38][cH:39][cH:40][cH:41]3)[n:26][c:27]3[cH:28][cH:29][c:30]([OH:35])[cH:31][c:32]3[c:33]2=[O:34])=[O:42])[CH2:18][CH2:19]1.[Cs+:47].[Cs+:48].[OH2:53]>>[O:5]([CH:6]1[CH2:7][CH:8]([N:11]2[CH2:12][CH2:13][CH2:14][CH2:15][CH2:16]2)[CH2:9][CH2:10]1)[c:30]1[cH:29][cH:28][c:27]2[n:26][c:25](-[c:36]3[cH:37][cH:38][cH:39][cH:40][cH:41]3)[n:24]([CH2:23][C:22]([NH:21][CH2:20][CH:17]3[CH2:18][CH2:19]3)=[O:42])[c:33](=[O:34])[c:32]2[cH:31]1. Starting materials: CS(=O)(=O)C1=NC=C(C=N1)C(=O)OCC (Ethyl 2-(methylsulfonyl)pyrimidine-5-carboxylate), N[C@@H]1CNCC1 (3-(S)(−) aminopyrrolidine). Run in COCCOC (DME). Run at time 10 minute. Yields the product N[C@@H]1CN(CC1)C1=NC=C(C=N1)C(=O)OCC ((S)-Ethyl 2-(3-aminopyrrolidin-1-yl)pyrimidine-5-carboxylate). Isolated yield 90.3%. As a reaction SMILES: CS([C:5]1[N:10]=[CH:9][C:8]([C:11]([O:13][CH2:14][CH3:15])=[O:12])=[CH:7][N:6]=1)(=O)=O.[NH2:16][C@H:17]1[CH2:21][CH2:20][NH:19][CH2:18]1>COCCOC>[NH2:16][C@H:17]1[CH2:21][CH2:20][N:19]([C:5]2[N:10]=[CH:9][C:8]([C:11]([O:13][CH2:14][CH3:15])=[O:12])=[CH:7][N:6]=2)[CH2:18]1. Procedure: The methylsulfone 149 (450 mg, 1.95 mmol) was added to a solution of 3-(S)(−) aminopyrrolidine (253 mg, 2.93 mmol) in DME (10 ml). The reaction mixture was stirred for 10 min at room temperature and the solvent was evaporated. The remaining solid was dissolved in dichloromethane, the solution was washed with saturated aqueous NaHCO3 and brine, dried over MgSO4, filtered and concentrated in vacuo to afford the title compound 150 as a yellow solid (416 mg, 90% yield). 1H NMR: (DMSO) δ (ppm): 8.76 ... The reactants are C1(CCCCC1)[NH2+]C1CCCCC1.C(=O)(OCC1=CC=CC=C1)N[C@@H](CC(C(=O)[O-])C(C)(C)C)C(=O)[O-].C1(CCCCC1)[NH2+]C1CCCCC1 (N-carbobenzyloxy-γ-tert.butyl-L-glutamic acid-dicyclohexyl ammonium salt), CN(C)CCCl (dimethylaminoethylchloride), C(Cl)(Cl)Cl (chloroform), solution. The solvent is O1CCOCC1 (dioxane). Reaction conditions: temperature 70 celsius. Yields the product CN(C(C)OC([C@@H](NC(=O)OCC1=CC=CC=C1)CC(C(=O)O)C(C)(C)C)=O)C (N-carbobenzyloxy-γ-tert.butyl-L-glutamic acid-α-dimethylaminoethyl ester). The yield is 88.4%. Reaction SMILES: C1([NH2+]C2CCCCC2)CCCCC1.[C:14]([NH:24][C@H:25]([C:35]([O-:37])=[O:36])[CH2:26][CH:27]([C:31]([CH3:34])([CH3:33])[CH3:32])[C:28]([O-:30])=[O:29])([O:16][CH2:17][C:18]1[CH:23]=[CH:22][CH:21]=[CH:20][CH:19]=1)=[O:15].C1([NH2+]C2CCCCC2)CCCCC1.C(Cl)(Cl)Cl.[CH3:55][N:56]([CH2:58][CH2:59]Cl)[CH3:57]>O1CCOCC1>[CH3:55][N:56]([CH3:57])[CH:58]([O:36][C:35](=[O:37])[C@H:25]([CH2:26][CH:27]([C:31]([CH3:32])([CH3:33])[CH3:34])[C:28]([OH:30])=[O:29])[NH:24][C:14]([O:16][CH2:17][C:18]1[CH:23]=[CH:22][CH:21]=[CH:20][CH:19]=1)=[O:15])[CH3:59] |f:0.1.2|. Reported procedure: To 1.10 g N-carbobenzyloxy-γ-tert.butyl-L-glutamic acid-dicyclohexyl ammonium salt, 1.8 ml chloroform and 1.9 ml solution of dimethylaminoethylchloride in the amount of 0.46 g, which stoichiometrically corresponds to two times molar volume, in dioxane were added to be subjected to reflux in oil bath at 70° C. for 30 hrs. After cooling down to a room temperature, said reaction mixture was similarly treated as in Step Example 1 to obtain N-carbobenzyloxy-γ-tert.butyl-L-glutamic acid-α-dimethylamin...